This data is from the Open Reaction Database (ORD), a public repository of structured organic reaction records. The task is: describe an organic reaction: reactants, conditions, products, and yield The reactants are CO, CCOC(=O)c1ccc(OC(F)F)c2oc3c(=O)n(-c4ccc(Cl)cc4)ncc3c12, [Na+], [OH-]. The product is O=C(O)c1ccc(OC(F)F)c2oc3c(=O)n(-c4ccc(Cl)cc4)ncc3c12. RXN SMILES: [CH3:33][OH:34].[Cl:1][c:2]1[cH:3][cH:4][c:5](-[n:8]2[n:9][cH:10][c:11]3[c:12]([c:13]2=[O:14])[o:15][c:16]2[c:17]3[c:18]([C:26](=[O:27])[O:28][CH2:29][CH3:30])[cH:19][cH:20][c:21]2[O:22][CH:23]([F:24])[F:25])[cH:6][cH:7]1.[Na+:32].[OH-:31]>>[Cl:1][c:2]1[cH:3][cH:4][c:5](-[n:8]2[n:9][cH:10][c:11]3[c:12]([c:13]2=[O:14])[o:15][c:16]2[c:17]3[c:18]([C:26](=[O:27])[OH:28])[cH:19][cH:20][c:21]2[O:22][CH:23]([F:24])[F:25])[cH:6][cH:7]1. The reactants are CCOP(C)(=O)Cc1cccc(CBr)c1, CCCCOc1nc(N)c2nc[nH]c2n1, [K+], [K+], O=C([O-])[O-], CN(C)C=O. Product: CCCCOc1nc(N)c2ncn(Cc3cccc(CP(C)(=O)OCC)c3)c2n1. As a reaction SMILES: [Br:22][CH2:23][c:24]1[cH:25][c:26]([CH2:27][P:28]([O:29][CH2:30][CH3:31])(=[O:32])[CH3:33])[cH:34][cH:35][cH:36]1.[CH2:1]([CH2:2][CH2:3][CH3:4])[O:5][c:6]1[n:7][c:8]([NH2:15])[c:9]2[n:10][cH:11][nH:12][c:13]2[n:14]1.[K+:16].[K+:17].[O-:18][C:19]([O-:20])=[O:21].[O:37]=[CH:38][N:39]([CH3:40])[CH3:41]>>[CH2:1]([CH2:2][CH2:3][CH3:4])[O:5][c:6]1[n:7][c:8]([NH2:15])[c:9]2[n:10][cH:11][n:12]([CH2:23][c:24]3[cH:25][c:26]([CH2:27][P:28]([O:29][CH2:30][CH3:31])(=[O:32])[CH3:33])[cH:34][cH:35][cH:36]3)[c:13]2[n:14]1. The reactants are C1(CC[C@H](S1)CO)N1C2=NC=NC(=C2N=C1)Cl (9-(4-Thio-2,3-dideoxy-D-ribofuranosyl)-6-chloropurine), steel, CN (methylamine). Solvent: O (water). The product is CNC=1C=2N=CN([C@H]3CC[C@@H](CO)S3)C2N=CN1 (N6 -Methyl-4'-thio-2',3'-dideoxyadenosine). Isolated yield 77.0%. RXN SMILES: [CH:1]1([N:8]2[CH:16]=[N:15][C:14]3[C:9]2=[N:10][CH:11]=[N:12][C:13]=3Cl)[S:5][C@H:4]([CH2:6][OH:7])[CH2:3][CH2:2]1.[CH3:18][NH2:19]>O>[CH3:18][NH:19][C:13]1[C:14]2[N:15]=[CH:16][N:8]([C:9]=2[N:10]=[CH:11][N:12]=1)[C@@H:1]1[S:5][C@H:4]([CH2:6][OH:7])[CH2:3][CH2:2]1. Procedure details: The anomeric mixture of 20 (0.132 g, 0.49 mmol) in a steel bomb was stirred with 20 mL 40% methylamine in water at 80° C. overnight. After solvent removal in vacuo, the residue was purified by preparative TLC with 9:1 chloroform/methanol to give 100 mg (77%) of the anomeric mixture. The anomers were partially separated by a Dowex 1×4 (-OH) column with 10% aqueous methanol to give 37 mg of impure β anomer which was recrystallized from hexane-ethyl acetate to afford 22.5 mg of pure β anomer by HPL... Run in CCOCC (ether), CCOCC (ether). The reactants are [Cl-].COC[P+](C1=CC=CC=C1)(C1=CC=CC=C1)C1=CC=CC=C1 ((methoxymethyl)triphenylphosphonium chloride), ice water, potassium tert.butylate, C(CC)O[C@@H]1CC[C@H](CC1)C=O (trans-4-n-propyloxycyclohexane carboxaldehyde). RXN SMILES: [Cl-].[CH3:2][O:3][CH2:4][P+](C1C=CC=CC=1)(C1C=CC=CC=1)C1C=CC=CC=1.[CH2:24]([O:27][C@H:28]1[CH2:33][CH2:32][C@H:31]([CH:34]=O)[CH2:30][CH2:29]1)[CH2:25][CH3:26]>CCOCC>[CH3:2][O:3][CH:4]=[CH:34][C@H:31]1[CH2:30][CH2:29][C@H:28]([O:27][CH2:24][CH2:25][CH3:26])[CH2:33][CH2:32]1 |f:0.1|. The product is COC=C[C@@H]1CC[C@H](CC1)OCCC (trans-2-(4-n-propyloxycyclohexyl)vinyl methyl ether). Procedure details: A suspension of 94.6 g. of (methoxymethyl)triphenylphosphonium chloride in 1000 ml. of dry ether is treated with 33.0 g. of potassium tert.butylate. After stirring for 45 minutes, a solution of 31.4 g. of trans-4-n-propyloxycyclohexane carboxaldehyde in 200 ml. of ether is added dropwise. The mixture is stirred for a further 2.5 hours and then poured into 1.2 liters of ice-water. The organic phase is separated, washed neutral with water, dried over sodium sulfate and evaporated. The crude trans-... Conditions: time 45 minute.